This data is from the Open Reaction Database (ORD), a public repository of structured organic reaction records. The task is: describe an organic reaction: reactants, conditions, products, and yield Reactants: alkenes, [Mg] (Magnesium), II (iodine crystals), [Mg] (magnesium), CC(CO)CCC (2-methyl-1-pentanol), CC(CO)CCC (2-methyl-1-pentanol), [Cl-] (chloride), CC(CO)CCC (2-methyl-1-pentanol), C(CCC)[Mg]Cl (BuMgCl), CCCC (butane), CC(CO)CCC (2-methyl-1-pentanol), alcohol, CCCC (butane), C(CCC)Cl (n-Butyl chloride). Solvent: hydrocarbon, CCCCCCCCC(C)C (Isopar H), CCCCCCCCC(C)C (Isopar H). Reaction conditions: temperature 145 celsius, time 2 hour. The product is CC(CO[Mg]Cl)CCC (2-methyl-1-pentyloxymagnesium chloride). As a reaction SMILES: [Mg].II.C(Cl)CCC.[CH3:9][CH:10]([CH2:13][CH2:14][CH3:15])[CH2:11][OH:12].CCCC.C([Mg:24][Cl:25])CCC.[Cl-]>CCCCCCCCC(C)C>[CH3:9][CH:10]([CH2:13][CH2:14][CH3:15])[CH2:11][O:12][Mg:24][Cl:25]. Procedure: Magnesium powder 6.65 gm, (0.273 moles) along with 225.0 ml Isopar "H" hydrocarbon solvent and 0.20 gm of iodine crystals were placed in a 3-necked reaction flask under an argon atmosphere. This mixture was heated under the argon atmosphere to 145° C. for about 60 minutes for metal activation. n-Butyl chloride (40 ml, 0.385 moles) was then gradually added to the reaction slurry in 30 minutes. The heating was cut off due to exothermic reaction and reflux. The reaction of the slurry was continued ... Reactants: compound ( 5 ), CN1C2C(CCCC1CC2)C(C)=O (N-methyl-2-acetyl-9-azabicyclo [4.2.1]nonane), C(C)(=O)C=1C2CCC(CCC1)N2 (2-acetyl-9-azabicyclo [4.2.1]non-2-ene), CN1C2C(CCC1CC2)C(C)=O (N-methyl-2-acetyl-8-azabicyclo [3.2.1]octane). Yields the product CON=C1C2N(CC(CCC1)C2)C (N-methyl-8-azabicyclo [4.2.1 ]nonan-2-one methyl oxime). Reaction SMILES: [CH3:1][N:2]1[CH:8]2[CH2:9][CH2:10][CH:3]1[CH:4](C(=O)C)[CH2:5][CH2:6][CH2:7]2.[C:14](C1C2NC(CCC=1)CC2)(=[O:16])C.C[N:27]1C2CCC1C(C(=O)C)CC2>>[CH3:14][O:16][N:27]=[C:7]1[CH2:6][CH2:5][CH2:4][CH:10]2[CH2:9][CH:8]1[N:2]([CH3:1])[CH2:3]2. Reported procedure: Similarly when N-methyl-2-acetyl-9-azabicyclo [4.2.1]nonane, which can be prepared from 2-acetyl-9-azabicyclo [4.2.1]non-2-ene which is commercially available, is substituted for N-methyl-2-acetyl-8-azabicyclo [3.2.1]octane, compound (5) , N-methyl-8-azabicyclo [4.2.1 ]nonan-2-one methyl oxime is obtained. Starting materials: COC(=O)C1=NOC(=C1)C=1C=C(C=CC1)C1=CC(=CC=C1)C1=CC(=NO1)C(=O)OC (Methyl 5-(3′-(3-(methoxycarbonyl)isoxazol-5-yl)-1,1′-biphenyl-3-yl)isoxazole-3-carboxylate). Procedure: The ester from Example 10C (65 mg, 0.16 mmol) was dissolved in 4M NaOH (5 mL) in MeOH/H2O (5:3). After 2 hours no starting material was visible by TLC. When the reaction mixture was acidified to pH 1, the product precipitated out. The titled compound (22 mg, 36%) was obtained after reverse phase HPLC (0–70% acetonitrile in 0.1% aqueous TFA) as a white solid. MS (DEI) positive ion; m/z 376 (M)+: negative ion; m/z 751.1 (2M−H)−, 375.1 (M−H)−. 1H NMR (300 MHz, DMSO-d6) δ 7.6 (s, 2H), 7.7 (t, J=7.8 ... Reaction conditions: time 2 hour. Run in [OH-].[Na+] (NaOH), CO.O (MeOH H2O). Yields the product C(=O)(O)C1=NOC(=C1)C=1C=C(C=CC1)C1=CC(=CC=C1)C1=CC(=NO1)C(=O)O (5-(3′-(3-(carboxy)isoxazol-5-yl)-1,1′-biphenyl-3-yl)isoxazole-3-carboxylic acid). Isolated yield 36.5%. RXN SMILES: C[O:2][C:3]([C:5]1[CH:9]=[C:8]([C:10]2[CH:11]=[C:12]([C:16]3[CH:21]=[CH:20][CH:19]=[C:18]([C:22]4[O:26][N:25]=[C:24]([C:27]([O:29]C)=[O:28])[CH:23]=4)[CH:17]=3)[CH:13]=[CH:14][CH:15]=2)[O:7][N:6]=1)=[O:4]>[OH-].[Na+].CO.O>[C:3]([C:5]1[CH:9]=[C:8]([C:10]2[CH:11]=[C:12]([C:16]3[CH:21]=[CH:20][CH:19]=[C:18]([C:22]4[O:26][N:25]=[C:24]([C:27]([OH:29])=[O:28])[CH:23]=4)[CH:17]=3)[CH:13]=[CH:14][CH:15]=2)[O:7][N:6]=1)([OH:4])=[O:2] |f:1.2,3.4|. The reactants are Cl (hydrochloric acid), C(C1=CC=CC=C1)OC=1C(=CC(=C(C=O)C1)Br)C (5-benzyloxy-2-bromo-4-methylbenzaldehyde), COC(=O)C(NC(=O)OCC1=CC=CC=C1)P(=O)(OC)OC (N-(benzyloxycarbonyl)-alpha-phosphonoglycine trimethyl ester), CN(C(=N)N(C)C)C (1,1,3,3-tetramethylguanidine). Solvent: ClCCl (dichloromethane). Reaction conditions: time 2 day. Yields the product COC(/C(=C/C1=C(C=C(C(=C1)OCC1=CC=CC=C1)C)Br)/NC(=O)OCC1=CC=CC=C1)=O ((Z)-3-(5-Benzyloxy-2-bromo-4-methylphenyl)-2-benzyloxycarbonylaminoacrylic acid methyl ester). Yield: 58.1%. Reaction SMILES: [CH2:1]([O:8][C:9]1[C:10]([CH3:18])=[CH:11][C:12]([Br:17])=[C:13]([CH:16]=1)[CH:14]=O)[C:2]1[CH:7]=[CH:6][CH:5]=[CH:4][CH:3]=1.[CH3:19][O:20][C:21]([CH:23](P(OC)(OC)=O)[NH:24][C:25]([O:27][CH2:28][C:29]1[CH:34]=[CH:33][CH:32]=[CH:31][CH:30]=1)=[O:26])=[O:22].CN(C)C(N(C)C)=N.Cl>ClCCl>[CH3:19][O:20][C:21](=[O:22])/[C:23](/[NH:24][C:25]([O:27][CH2:28][C:29]1[CH:34]=[CH:33][CH:32]=[CH:31][CH:30]=1)=[O:26])=[CH:14]/[C:13]1[CH:16]=[C:9]([O:8][CH2:1][C:2]2[CH:7]=[CH:6][CH:5]=[CH:4][CH:3]=2)[C:10]([CH3:18])=[CH:11][C:12]=1[Br:17]. Procedure: To a solution of 5-benzyloxy-2-bromo-4-methylbenzaldehyde (0.39 g) and N-(benzyloxycarbonyl)-alpha-phosphonoglycine trimethyl ester (0.38 g) in dichloromethane (2 mL) was added 1,1,3,3-tetramethylguanidine (0.18 g) at room temperature and this mixture was stirred at room temperature for 2 days. To this reaction mixture was added 1 mol/L hydrochloric acid and the precipitated solid was collected by filtration, and washed with water, dried under reduced pressure to give the title compound (0.34 g)...